This data is from the Open Reaction Database (ORD), a public repository of structured organic reaction records. The task is: describe an organic reaction: reactants, conditions, products, and yield Starting materials: O=C1C2=CC=CC=C2C(C=2C=CC(=CC12)C=O)=O (9,10-Dioxo-9,10-dihydro-anthracene-2-carbaldehyde), C1(=CC=CC=C1)NC1=C(C=CC=C1)N (N-phenyl-1,2-phenylenediamine), C1(=CC=CC=C1)C (toluene). Solvent: C(C)(=O)O (acetic acid). The product is N1=CNC2=C1C=CC=C2 (benzoimidazole). The yield is 139.9%. As a reaction SMILES: O=C1C2C=C(C=O)C=CC=2C(=O)C2C1=CC=CC=2.[C:19]1([NH:25][C:26]2[CH:31]=[CH:30][CH:29]=[CH:28][C:27]=2[NH2:32])C=CC=CC=1.C1(C)C=CC=CC=1>C(O)(=O)C>[N:32]1[C:27]2[CH:28]=[CH:29][CH:30]=[CH:31][C:26]=2[NH:25][CH:19]=1. Procedure: 9,10-Dioxo-9,10-dihydro-anthracene-2-carbaldehyde (1.63 g, 6.9 mmol) and N-phenyl-1,2-phenylenediamine (1.27 g, 6.90 mmol) were introduced into a mixture of 80 mL of toluene and 10 mL of acetic acid, and the mixture was refluxed for 12 hours. Solvent was removed and ethanol was poured therein to crystallize it, and then the precipitate was filtered to obtain a benzoimidazole compound ([2-(1-phenyl-1H-benzoimidazole-2-yl)-anthraquinone], 1.14 g, 41%). Reactants: CCCCCCCCCCCCCCCCCC(=O)OCC(CCCC(=O)O)COC(=O)C(NC(c1ccccc1)(c1ccccc1)c1ccccc1)C(C)C, CN(C)c1ccccn1, C(=NC1CCCCC1)=NC1CCCCC1, Nc1nc2c(ncn2C2CC(F)C(CO)O2)c(=O)[nH]1, CN(C)C=O. Product: CCCCCCCCCCCCCCCCCC(=O)OCC(CCCC(=O)OCC1OC(n2cnc3c(=O)[nH]c(N)nc32)CC1F)COC(=O)C(NC(c1ccccc1)(c1ccccc1)c1ccccc1)C(C)C. RXN SMILES: [C:1]([c:2]1[cH:3][cH:4][cH:5][cH:6][cH:7]1)([c:8]1[cH:9][cH:10][cH:11][cH:12][cH:13]1)([c:14]1[cH:15][cH:16][cH:17][cH:18][cH:19]1)[NH:20][CH:21]([CH:22]([CH3:23])[CH3:24])[C:25](=[O:26])[O:27][CH2:28][CH:29]([CH2:30][CH2:31][CH2:32][C:33](=[O:34])[OH:35])[CH2:36][O:37][C:38]([CH2:39][CH2:40][CH2:41][CH2:42][CH2:43][CH2:44][CH2:45][CH2:46][CH2:47][CH2:48][CH2:49][CH2:50][CH2:51][CH2:52][CH2:53][CH2:54][CH3:55])=[O:56].[CH3:76][N:77]([c:78]1[cH:79][cH:80][cH:81][cH:82][n:83]1)[CH3:84].[CH:85]1([N:86]=[C:87]=[N:88][CH:89]2[CH2:90][CH2:91][CH2:92][CH2:93][CH2:94]2)[CH2:95][CH2:96][CH2:97][CH2:98][CH2:99]1.[F:57][CH:58]1[CH2:59][CH:60]([n:65]2[cH:66][n:67][c:68]3[c:69](=[O:70])[nH:71][c:72]([NH2:73])[n:74][c:75]23)[O:61][CH:62]1[CH2:63][OH:64].[O:100]=[CH:101][N:102]([CH3:103])[CH3:104]>>[C:1]([c:2]1[cH:3][cH:4][cH:5][cH:6][cH:7]1)([c:8]1[cH:9][cH:10][cH:11][cH:12][cH:13]1)([c:14]1[cH:15][cH:16][cH:17][cH:18][cH:19]1)[NH:20][CH:21]([CH:22]([CH3:23])[CH3:24])[C:25](=[O:26])[O:27][CH2:28][CH:29]([CH2:30][CH2:31][CH2:32][C:33]([O:34][CH2:63][CH:62]1[CH:58]([F:57])[CH2:59][CH:60]([n:65]2[cH:66][n:67][c:68]3[c:69](=[O:70])[nH:71][c:72]([NH2:73])[n:74][c:75]23)[O:61]1)=[O:35])[CH2:36][O:37][C:38]([CH2:39][CH2:40][CH2:41][CH2:42][CH2:43][CH2:44][CH2:45][CH2:46][CH2:47][CH2:48][CH2:49][CH2:50][CH2:51][CH2:52][CH2:53][CH2:54][CH3:55])=[O:56]. The reactants are CCOC(=O)C(Cc1ccc(OCCNC(=O)c2ccc(-c3ccccn3)cc2)cc1)Oc1cc(F)c(F)c(F)c1, [Na+], [OH-]. Yields the product O=C(NCCOc1ccc(CC(Oc2cc(F)c(F)c(F)c2)C(=O)O)cc1)c1ccc(-c2ccccn2)cc1. Reaction SMILES: [F:1][c:2]1[cH:3][c:4]([O:5][CH:6]([C:7](=[O:8])[O:9][CH2:10][CH3:11])[CH2:12][c:13]2[cH:14][cH:15][c:16]([O:19][CH2:20][CH2:21][NH:22][C:23]([c:24]3[cH:25][cH:26][c:27](-[c:30]4[n:31][cH:32][cH:33][cH:34][cH:35]4)[cH:28][cH:29]3)=[O:36])[cH:17][cH:18]2)[cH:37][c:38]([F:41])[c:39]1[F:40].[Na+:43].[OH-:42]>>[F:1][c:2]1[cH:3][c:4]([O:5][CH:6]([C:7](=[O:8])[OH:9])[CH2:12][c:13]2[cH:14][cH:15][c:16]([O:19][CH2:20][CH2:21][NH:22][C:23]([c:24]3[cH:25][cH:26][c:27](-[c:30]4[n:31][cH:32][cH:33][cH:34][cH:35]4)[cH:28][cH:29]3)=[O:36])[cH:17][cH:18]2)[cH:37][c:38]([F:41])[c:39]1[F:40]. Starting materials: [H][H] (hydrogen), C(C1=CC=CC=C1)OC1=NC(=C(C=C1C(=O)OC)C(=O)OC)CCC (dimethyl 2-(benzyloxy)-6-propylpyridine-3,5-dicarboxylate), C1CCOC1 (THF). The reagents and catalysts are [C].[Pd] (palladium carbon). The solvent is C(C)O (ethanol). Product: OC1=NC(=C(C=C1C(=O)OC)C(=O)OC)CCC (Dimethyl 2-hydroxy-6-propylpyridine-3,5-dicarboxylate). The yield is 89.2%. Reaction SMILES: C([O:8][C:9]1[C:14]([C:15]([O:17][CH3:18])=[O:16])=[CH:13][C:12]([C:19]([O:21][CH3:22])=[O:20])=[C:11]([CH2:23][CH2:24][CH3:25])[N:10]=1)C1C=CC=CC=1.C1COCC1.[H][H]>[C].[Pd].C(O)C>[OH:8][C:9]1[C:14]([C:15]([O:17][CH3:18])=[O:16])=[CH:13][C:12]([C:19]([O:21][CH3:22])=[O:20])=[C:11]([CH2:23][CH2:24][CH3:25])[N:10]=1 |f:3.4|. Procedure: A mixture of dimethyl 2-(benzyloxy)-6-propylpyridine-3,5-dicarboxylate (53.8 g), 10% palladium carbon (containing 55% water, 20 g), THF (50 mL), and ethanol (50 mL) was stirred at room temperature for 1 hour in a hydrogen atmosphere. The catalyst was filtered off, and then, the obtained filtrate was concentrated under reduced pressure. The obtained solid was washed with diethyl ether to obtain the title compound (35.4 g). The reactants are CCOC(=O)C (EtOAc), ClC=1N=CC2=C(N1)CCN(C2)C(=O)C=2C=NC=CC2 ((2-chloro-7,8-dihydropyrido[4,3-d]pyrimidin-6(5H)-yl)(pyridin-3-yl)methanone), Intermediate 5, COC1=CC=C(N)C=C1 (4-methoxyaniline). The solvent is C(C)(C)O (isopropanol). Reaction conditions: temperature 60 celsius, time 8 hour. Yields the product COC1=CC=C(C=C1)NC=1N=CC2=C(N1)CCN(C2)C(=O)C=2C=NC=CC2 (N-(4-methoxyphenyl)-6-(pyridin-3-ylcarbonyl)-5,6,7,8-tetrahydropyrido[4,3-d]pyrimidin-2-amine). The yield is 24.3%. RXN SMILES: Cl[C:2]1[N:3]=[CH:4][C:5]2[CH2:11][N:10]([C:12]([C:14]3[CH:15]=[N:16][CH:17]=[CH:18][CH:19]=3)=[O:13])[CH2:9][CH2:8][C:6]=2[N:7]=1.[CH3:20][O:21][C:22]1[CH:28]=[CH:27][C:25]([NH2:26])=[CH:24][CH:23]=1.CCOC(C)=O>C(O)(C)C>[CH3:20][O:21][C:22]1[CH:28]=[CH:27][C:25]([NH:26][C:2]2[N:3]=[CH:4][C:5]3[CH2:11][N:10]([C:12]([C:14]4[CH:15]=[N:16][CH:17]=[CH:18][CH:19]=4)=[O:13])[CH2:9][CH2:8][C:6]=3[N:7]=2)=[CH:24][CH:23]=1. Reported procedure: A solution of (2-chloro-7,8-dihydropyrido[4,3-d]pyrimidin-6(5H)-yl)(pyridin-3-yl)methanone, Intermediate 5 (0.025 g, 0.091 mmol) in isopropanol (0.1 mL) was treated with 4-methoxyaniline (0.018 g, 0.100 mmol). The resulting mixture was heated to 60° C. and allowed to stir overnight. After being allowed to cool to room temperature EtOAc (10 mL) was added to the reaction mixture, and the resulting solution was then washed twice with brine (10 mL). The combined aqueous layers were washed once with ... The reactants are CN(N=CC1=CC=CC=C1)C(=NC(CS(=O)(=O)C)=O)SC (Methyl 1-methyl-N-[(methylsulphonyl)acetyl]-2-(phenylmethylene)hydrazinecarboximidothioate), CN(CC=1OC=CC1)C (N,N-dimethylfuranmethanamine). Run in C(C)#N (acetonitrile), C(C)#N (acetonitrile). Run at time 10 minute. The product is CN(C)CC1=CC=C(O1)CSCCNC1=NC(=NN1C)CS(=O)(=O)C (N-[2-[[[5-[(Dimethylamino)methyl]-2-furanyl]methyl]thio]ethyl]-1-methyl-3-[(methylsulphonyl)methyl]-1H-1,2,4-triazol-5-amine). Isolated yield 135.2%. Reaction SMILES: [CH3:1][N:2]([C:11](SC)=[N:12][C:13](=O)[CH2:14][S:15]([CH3:18])(=[O:17])=[O:16])[N:3]=CC1C=CC=CC=1.[CH3:22][N:23]([CH3:30])[CH2:24][C:25]1[O:26][CH:27]=[CH:28][CH:29]=1>C(#N)C>[CH3:22][N:23]([CH2:24][C:25]1[O:26][C:27]([CH2:18][S:15][CH2:14][CH2:13][NH:12][C:11]2[N:2]([CH3:1])[N:3]=[C:13]([CH2:14][S:15]([CH3:18])(=[O:16])=[O:17])[N:12]=2)=[CH:28][CH:29]=1)[CH3:30]. Procedure: Methyl 1-methyl-N-[(methylsulphonyl)acetyl]-2-(phenylmethylene)hydrazinecarboximidothioate (1.05 g) and 5-[[2-aminoethyl)thio]methyl]-N,N-dimethylfuranmethanamine (0.85 g)in acetonitrile (3 ml) were heated on a steam bath at atmospheric pressure for 5 minutes then under water vacuum for 10 minutes. The oily residue was dissolved in acetonitrile (3 ml) and the solution re-evaporated under water vacuum. The oily residue was dissolved in 2N hydrochloric acid (3 ml) and 5N hydrochloric acid (4 ml) a... Starting materials: COCCCN(C)c1ccc(N)cn1, O=C(O)c1nc(-c2ccccc2)oc1C(F)(F)F. Product: COCCCN(C)c1ccc(NC(=O)c2nc(-c3ccccc3)oc2C(F)(F)F)cn1. RXN SMILES: [CH3:19][O:20][CH2:21][CH2:22][CH2:23][N:24]([c:25]1[n:26][cH:27][c:28]([NH2:31])[cH:29][cH:30]1)[CH3:32].[c:1]1(-[c:7]2[o:8][c:9]([C:15]([F:16])([F:17])[F:18])[c:10]([C:12](=[O:13])[OH:14])[n:11]2)[cH:2][cH:3][cH:4][cH:5][cH:6]1>>[c:1]1(-[c:7]2[o:8][c:9]([C:15]([F:16])([F:17])[F:18])[c:10]([C:12](=[O:14])[NH:31][c:28]3[cH:27][n:26][c:25]([N:24]([CH2:23][CH2:22][CH2:21][O:20][CH3:19])[CH3:32])[cH:30][cH:29]3)[n:11]2)[cH:2][cH:3][cH:4][cH:5][cH:6]1.